Dataset: the Open Reaction Database (ORD), a public repository of structured organic reaction records. Task: describe an organic reaction: reactants, conditions, products, and yield As a reaction SMILES: [C:1]([NH:4][NH2:5])(=[O:3])[CH3:2].C([O-])(O)=O.[Na+].O1CCOCC1.[S:17]1[CH:21]=[CH:20][CH:19]=[C:18]1[C:22](Cl)=[O:23]>CCOC(C)=O.O>[S:17]1[CH:21]=[CH:20][CH:19]=[C:18]1[C:22]([NH:5][NH:4][C:1](=[O:3])[CH3:2])=[O:23] |f:1.2|. Run at time 2 hour. The yield is 107.0%. Reported procedure: To a mixture of acetic hydrazide (2.63 g) and NaHCO3 (3.44 g) in a solution of dioxane (40 ml) and H2O (4 ml) was added dropwise 2-thiophenecarbonyl chloride (4.00 g) with ice-cooling. After stirring for 2 hours at ambient temperature, the mixture was diluted with AcOEt and filtered. After concentration of the filtrate, the obtained residue was crystallized from a mixture of AcOEt and hexane to give 5.38 g of N-(2-thienylcarbonylamino)ethanamide. Product: S1C(=CC=C1)C(=O)NNC(C)=O (N-(2-thienylcarbonylamino)ethanamide). The solvent is O (H2O), CCOC(=O)C (AcOEt). Starting materials: S1C(=CC=C1)C(=O)Cl (2-thiophenecarbonyl chloride), C(C)(=O)NN (acetic hydrazide), C(=O)(O)[O-].[Na+] (NaHCO3), O1CCOCC1 (dioxane). The reactants are FC(S(=O)(=O)OC1=C(C2=CC=C(C=C2C=C1)OC)Br)(F)F (1-bromo-6-methoxynaphthalen-2-yl trifluoromethanesulfonate), C(=O)([O-])[O-].[Na+].[Na+] (Na2CO3), FC(S(=O)(=O)OC1=C(C2=CC=C(C=C2C=C1)OC)Br)(F)F (1-bromo-6-methoxynaphthalen-2-yl trifluoromethanesulfonate), COC(=O)C1=CC=C(C=C1)B(O)O (4-(methoxycarbonyl)phenylboronic acid). Solvent: C1(=CC=CC=C1)C.CCO (toluene EtOH). Reaction conditions: temperature 80 celsius. Yields the product BrC1=C(C=CC2=CC(=CC=C12)OC)C1=CC=C(C(=O)OC)C=C1 (methyl 4-(1-bromo-6-methoxynaphthalen-2-yl)benzoate). Yield: 45.0%. As a reaction SMILES: FC(F)(F)S(O[C:7]1[CH:16]=[CH:15][C:14]2[C:9](=[CH:10][CH:11]=[C:12]([O:17][CH3:18])[CH:13]=2)[C:8]=1[Br:19])(=O)=O.[CH3:22][O:23][C:24]([C:26]1[CH:31]=[CH:30][C:29](B(O)O)=[CH:28][CH:27]=1)=[O:25].C([O-])([O-])=O.[Na+].[Na+]>C1(C)C=CC=CC=1.CCO>[Br:19][C:8]1[C:9]2[C:14](=[CH:13][C:12]([O:17][CH3:18])=[CH:11][CH:10]=2)[CH:15]=[CH:16][C:7]=1[C:29]1[CH:30]=[CH:31][C:26]([C:24]([O:23][CH3:22])=[O:25])=[CH:27][CH:28]=1 |f:2.3.4,5.6|. Reported procedure: Followed the coupling procedure described for Example 1, starting from 1-bromo-6-methoxynaphthalen-2-yl trifluoromethanesulfonate (Intermediate 2) and 4-(methoxycarbonyl)phenylboronic acid with modifications: the base used was Na2CO3, the solvent was toluene/EtOH (4/1), and the reaction was heated to 80° C. for 3 h. The crude product was purified by silica gel column (PE/EtOAc=300/1 to 100/1), then washed with EtOAc (10 mL×5) to give the product (980 mg, yield 45%) as a white solid. Starting materials: CC(=O)n1ncc2cc(Oc3ccc(F)cc3C#N)ccc21, CO, Cl, [Na+], [OH-], O. Yields the product N#Cc1cc(F)ccc1Oc1ccc2[nH]ncc2c1. As a reaction SMILES: [C:1](=[O:2])([CH3:3])[n:4]1[n:5][cH:6][c:7]2[cH:8][c:9]([O:13][c:14]3[c:15]([C:16]#[N:17])[cH:18][c:19]([F:22])[cH:20][cH:21]3)[cH:10][cH:11][c:12]12.[CH3:27][OH:28].[ClH:23].[Na+:25].[OH-:24].[OH2:26]>>[nH:4]1[n:5][cH:6][c:7]2[cH:8][c:9]([O:13][c:14]3[c:15]([C:16]#[N:17])[cH:18][c:19]([F:22])[cH:20][cH:21]3)[cH:10][cH:11][c:12]12. Starting materials: C(C)(=O)O.CN1C=C(C2=CC=CC=C12)C=1C(N(C(C1C1=CN(C2=CC(=CC=C12)[N+](=O)[O-])C)=O)COC(=O)C1CCNCC1)=O (Piperidine-4-carboxylic acid 3-(1-methyl-1H-indol-3-yl)-4-(1-methyl-6-nitro-1H-indol-3-yl)-2,5-dioxo-2,5-dihydro-pyrrol-1-ylmethyl ester acetate salt), C(=O)(O)[O-].[Na+] (NaHCO3), Cl (HCl). The solvent is C(C)(=O)OCC (ethyl acetate), C(C)(=O)OCC (ethyl acetate). Yields the product Cl.CN1C=C(C2=CC=CC=C12)C=1C(N(C(C1C1=CN(C2=CC(=CC=C12)[N+](=O)[O-])C)=O)COC(=O)C1CCNCC1)=O (Piperidine-4-carboxylic Acid 3-(1-Methyl-1H-indol-3-yl)-4-(1-methyl-6-nitro-1H-indol-3-yl)-2,5-dioxo-2,5-dihydro-pyrrol-1-ylmethyl Ester Hydrochloride). Isolated yield 86.0%. RXN SMILES: C(O)(=O)C.[CH3:5][N:6]1[C:14]2[C:9](=[CH:10][CH:11]=[CH:12][CH:13]=2)[C:8]([C:15]2[C:16](=[O:44])[N:17]([CH2:34][O:35][C:36]([CH:38]3[CH2:43][CH2:42][NH:41][CH2:40][CH2:39]3)=[O:37])[C:18](=[O:33])[C:19]=2[C:20]2[C:28]3[C:23](=[CH:24][C:25]([N+:29]([O-:31])=[O:30])=[CH:26][CH:27]=3)[N:22]([CH3:32])[CH:21]=2)=[CH:7]1.C([O-])(O)=O.[Na+].[ClH:50]>C(OCC)(=O)C>[ClH:50].[CH3:5][N:6]1[C:14]2[C:9](=[CH:10][CH:11]=[CH:12][CH:13]=2)[C:8]([C:15]2[C:16](=[O:44])[N:17]([CH2:34][O:35][C:36]([CH:38]3[CH2:43][CH2:42][NH:41][CH2:40][CH2:39]3)=[O:37])[C:18](=[O:33])[C:19]=2[C:20]2[C:28]3[C:23](=[CH:24][C:25]([N+:29]([O-:31])=[O:30])=[CH:26][CH:27]=3)[N:22]([CH3:32])[CH:21]=2)=[CH:7]1 |f:0.1,2.3,6.7|. Procedure: Piperidine-4-carboxylic acid 3-(1-methyl-1H-indol-3-yl)-4-(1-methyl-6-nitro-1H-indol-3-yl)-2,5-dioxo-2,5-dihydro-pyrrol-1-ylmethyl ester acetate salt, prepared as in example 9 above, was dissolved in ethyl acetate. The ethyl acetate solution was neutralized with cold saturated NaHCO3, was concentrated, and was taken up in 1:5 CH3CN:H2O. The resulting solution was treated with 2 equivalents of 2N aq. HCl and purified by HPLC to give the desired product (yield—86%). The product is ClC1=NNC(C2=CC=C(C=C12)NCC1=CC(=CC=C1)Cl)=O (4-chloro-6-(3-chloro-benzylamino)-2H-phthalazin-1-one). Starting materials: BrC=1C=C2C(=NNC(C2=CC1)=O)Cl (6-bromo-4-chloro-2H-phthalazin-1-one), ClC=1C=C(CN)C=CC1 (3-chlorobenzylamine), C=1C=CC(=CC1)P(C=2C=CC=CC2)C3=CC=C4C=CC=CC4=C3C5=C6C=CC=CC6=CC=C5P(C=7C=CC=CC7)C=8C=CC=CC8 (rac-BINAP), CC(C)(C)[O-].[Na+] (NaOt-Bu). Procedure: A mixture 6-bromo-4-chloro-2H-phthalazin-1-one (100 mg, 0.385 mmol), 3-chlorobenzylamine (0.052 mL, 0.424 mmol), Pd2(dba)3 (35 mg, 0.0385 mmol), rac-BINAP (75 mg, 0.120 mmol) and NaOt-Bu (111 mg, 1.155 mmol) in DMA (6 mL) was heated at 80° C. for 1 h. The mixture was allowed to cool, diluted with EtOAc and washed with water. The organic layer was washed with sat.aq. NaHCO3, brine and dried (Na2SO4). Chromatography on silica (EtOAc/hexanes) afforded 4-chloro-6-(3-chloro-benzylamino)-2H-phthalazin... Solvent: CC(=O)N(C)C (DMA), CCOC(=O)C (EtOAc). Yield: 12.2%. The reagents and catalysts are C=1C=CC(=CC1)/C=C/C(=O)/C=C/C2=CC=CC=C2.C=1C=CC(=CC1)/C=C/C(=O)/C=C/C2=CC=CC=C2.C=1C=CC(=CC1)/C=C/C(=O)/C=C/C2=CC=CC=C2.[Pd].[Pd] (Pd2(dba)3). As a reaction SMILES: Br[C:2]1[CH:3]=[C:4]2[C:9](=[CH:10][CH:11]=1)[C:8](=[O:12])[NH:7][N:6]=[C:5]2[Cl:13].[Cl:14][C:15]1[CH:16]=[C:17]([CH:20]=[CH:21][CH:22]=1)[CH2:18][NH2:19].C1C=CC(P(C2C(C3C(P(C4C=CC=CC=4)C4C=CC=CC=4)=CC=C4C=3C=CC=C4)=C3C(C=CC=C3)=CC=2)C2C=CC=CC=2)=CC=1.CC([O-])(C)C.[Na+]>CC(N(C)C)=O.CCOC(C)=O.C1C=CC(/C=C/C(/C=C/C2C=CC=CC=2)=O)=CC=1.C1C=CC(/C=C/C(/C=C/C2C=CC=CC=2)=O)=CC=1.C1C=CC(/C=C/C(/C=C/C2C=CC=CC=2)=O)=CC=1.[Pd].[Pd]>[Cl:13][C:5]1[C:4]2[C:9](=[CH:10][CH:11]=[C:2]([NH:19][CH2:18][C:17]3[CH:20]=[CH:21][CH:22]=[C:15]([Cl:14])[CH:16]=3)[CH:3]=2)[C:8](=[O:12])[NH:7][N:6]=1 |f:3.4,7.8.9.10.11|. Reactants: COC(=O)C1=C(N(C2=CC(=CC=C12)C1=C(C=C(C=C1)OCC=1C(=NOC1C(C)C)C1=C(C=CC=C1Cl)Cl)C)C(C)C)C (6-{4-[3-(2,6-dichloro-phenyl)-5-isopropyl-isoxazol-4-ylmethoxy]-2-methyl-phenyl}-1-isopropyl-2-methyl-1H-indole-3-carboxylic acid methyl ester), [OH-].[Na+] (sodium hydroxide), Cl (HCl). The solvent is CO (methanol). Product: ClC1=C(C(=CC=C1)Cl)C1=NOC(=C1COC1=CC(=C(C=C1)C1=CC=C2C(=C(N(C2=C1)C(C)C)C)C(=O)O)C)C(C)C (6-{4-[3-(2,6-Dichloro-phenyl)-5-isopropyl-isoxazol-4-ylmethoxy]-2-methyl-phenyl}-1-isopropyl-2-methyl-1H-indole-3-carboxylic acid). Isolated yield 25.6%. As a reaction SMILES: C[O:2][C:3]([C:5]1[C:13]2[C:8](=[CH:9][C:10]([C:14]3[CH:19]=[CH:18][C:17]([O:20][CH2:21][C:22]4[C:23]([C:30]5[C:35]([Cl:36])=[CH:34][CH:33]=[CH:32][C:31]=5[Cl:37])=[N:24][O:25][C:26]=4[CH:27]([CH3:29])[CH3:28])=[CH:16][C:15]=3[CH3:38])=[CH:11][CH:12]=2)[N:7]([CH:39]([CH3:41])[CH3:40])[C:6]=1[CH3:42])=[O:4].[OH-].[Na+].Cl>CO>[Cl:36][C:35]1[CH:34]=[CH:33][CH:32]=[C:31]([Cl:37])[C:30]=1[C:23]1[C:22]([CH2:21][O:20][C:17]2[CH:18]=[CH:19][C:14]([C:10]3[CH:9]=[C:8]4[C:13]([C:5]([C:3]([OH:4])=[O:2])=[C:6]([CH3:42])[N:7]4[CH:39]([CH3:40])[CH3:41])=[CH:12][CH:11]=3)=[C:15]([CH3:38])[CH:16]=2)=[C:26]([CH:27]([CH3:29])[CH3:28])[O:25][N:24]=1 |f:1.2|. Reported procedure: A mixture of 6-{4-[3-(2,6-dichloro-phenyl)-5-isopropyl-isoxazol-4-ylmethoxy]-2-methyl-phenyl}-1-isopropyl-2-methyl-1H-indole-3-carboxylic acid methyl ester (239 mg, 0.390 mmol), sodium hydroxide (5 M, 0.5 mL) and methanol (1 mL) is heated in a microwave reactor utilizing the lowest power setting at 125° C. for 20 minutes. The mixture is acidified with 1 N HCl and extracted with ether. The ether layers are washed with brine, dried over MgSO4, and concentrated under reduced pressure. The residue i... Starting materials: IC(=CC=C(SCc1ccccc1)[Sn](c1ccccc1)(c1ccccc1)c1ccccc1)SCc1ccccc1, C#C[Si](C)(C)C, [Cu]I, c1ccccc1. Yields the product C[Si](C)(C)C#CC(=CC=C(SCc1ccccc1)[Sn](c1ccccc1)(c1ccccc1)c1ccccc1)SCc1ccccc1. Reaction SMILES: [CH2:7]([c:8]1[cH:9][cH:10][cH:11][cH:12][cH:13]1)[S:14][C:15](=[CH:16][CH:17]=[C:18]([Sn:19]([c:20]1[cH:21][cH:22][cH:23][cH:24][cH:25]1)([c:26]1[cH:27][cH:28][cH:29][cH:30][cH:31]1)[c:32]1[cH:33][cH:34][cH:35][cH:36][cH:37]1)[S:38][CH2:39][c:40]1[cH:41][cH:42][cH:43][cH:44][cH:45]1)[I:46].[CH3:1][Si:2]([CH3:3])([CH3:4])[C:5]#[CH:6].[Cu:53][I:54].[cH:47]1[cH:48][cH:49][cH:50][cH:51][cH:52]1>>[CH3:1][Si:2]([CH3:3])([CH3:4])[C:5]#[C:6][C:15]([S:14][CH2:7][c:8]1[cH:9][cH:10][cH:11][cH:12][cH:13]1)=[CH:16][CH:17]=[C:18]([Sn:19]([c:20]1[cH:21][cH:22][cH:23][cH:24][cH:25]1)([c:26]1[cH:27][cH:28][cH:29][cH:30][cH:31]1)[c:32]1[cH:33][cH:34][cH:35][cH:36][cH:37]1)[S:38][CH2:39][c:40]1[cH:41][cH:42][cH:43][cH:44][cH:45]1.